This data is from the Open Reaction Database (ORD), a public repository of structured organic reaction records. The task is: describe an organic reaction: reactants, conditions, products, and yield Starting materials: Cc1ccc(-n2nc(C(C)(C)C)cc2N)cc1, C1CCOC1, O=C(Cl)Oc1ccccc1, [K+], [K+], O=C([O-])[O-]. Product: Cc1ccc(-n2nc(C(C)(C)C)cc2NC(=O)Oc2ccccc2)cc1. As a reaction SMILES: [C:1]([CH3:2])([CH3:3])([CH3:4])[c:5]1[n:6][n:7](-[c:11]2[cH:12][cH:13][c:14]([CH3:17])[cH:15][cH:16]2)[c:8]([NH2:10])[cH:9]1.[CH2:34]1[O:35][CH2:36][CH2:37][CH2:38]1.[Cl:24][C:25](=[O:26])[O:27][c:28]1[cH:29][cH:30][cH:31][cH:32][cH:33]1.[K+:18].[K+:19].[O-:20][C:21]([O-:22])=[O:23]>>[C:1]([CH3:2])([CH3:3])([CH3:4])[c:5]1[n:6][n:7](-[c:11]2[cH:12][cH:13][c:14]([CH3:17])[cH:15][cH:16]2)[c:8]([NH:10][C:25](=[O:26])[O:27][c:28]2[cH:29][cH:30][cH:31][cH:32][cH:33]2)[cH:9]1. Starting materials: BrC=1N=CC(=NC1)OC1=CC2=C(CCN(CC2)C2CCC2)C=C1 (7-[(5-bromo-2-pyrazinyl)oxy]-3-cyclobutyl-2,3,4,5-tetrahydro-1H-3-benzazepine), O1C(NCC1)=O (oxazolidinone). Yields the product C1(CCC1)N1CCC2=C(CC1)C=CC(=C2)OC=2N=CC(=NC2)N2C(OCC2)=O (3-{5-[(3-Cyclobutyl-2,3,4,5-tetrahydro-1H-3-benzazepin-7-yl)oxy]-2-pyrazinyl}-1,3-oxazolidin-2-one). Reaction SMILES: Br[C:2]1[N:3]=[CH:4][C:5]([O:8][C:9]2[CH:23]=[CH:22][C:12]3[CH2:13][CH2:14][N:15]([CH:18]4[CH2:21][CH2:20][CH2:19]4)[CH2:16][CH2:17][C:11]=3[CH:10]=2)=[N:6][CH:7]=1.[O:24]1[CH2:28][CH2:27][NH:26][C:25]1=[O:29]>>[CH:18]1([N:15]2[CH2:14][CH2:13][C:12]3[CH:22]=[CH:23][C:9]([O:8][C:5]4[N:6]=[CH:7][C:2]([N:26]5[CH2:27][CH2:28][O:24][C:25]5=[O:29])=[N:3][CH:4]=4)=[CH:10][C:11]=3[CH2:17][CH2:16]2)[CH2:21][CH2:20][CH2:19]1. Reported procedure: The title compound was prepared from 7-[(5-bromo-2-pyrazinyl)oxy]-3-cyclobutyl-2,3,4,5-tetrahydro-1H-3-benzazepine (E259) and oxazolidinone using the method of Example 258 (E258); MS (ES+) m/e 381 [M+H]+. The reactants are Cl (hydrochloric acid), C(C)(=O)OC=1C=C2C=CC(=CC2=CC1)C=1SC(=CN1)C1=CC=C(C=C1)CCCCCC (2-(6-acetoxy-2-naphthyl)-5-(4-hexylphenyl)-thiazole), [OH-].[K+] (potassium hydroxide), ice water. Run in C(C)O (ethanol). Reaction conditions: temperature 60 celsius, time 0.5 hour. Yields the product OC=1C=C2C=CC(=CC2=CC1)C=1SC(=CN1)C1=CC=C(C=C1)CCCCCC (2-(6-hydroxy-2-naphthyl)-5-(4-hexylphenyl)thiazole). The yield is 82.4%. As a reaction SMILES: C([O:4][C:5]1[CH:6]=[C:7]2[C:12](=[CH:13][CH:14]=1)[CH:11]=[C:10]([C:15]1[S:16][C:17]([C:20]3[CH:25]=[CH:24][C:23]([CH2:26][CH2:27][CH2:28][CH2:29][CH2:30][CH3:31])=[CH:22][CH:21]=3)=[CH:18][N:19]=1)[CH:9]=[CH:8]2)(=O)C.[OH-].[K+].Cl>C(O)C>[OH:4][C:5]1[CH:6]=[C:7]2[C:12](=[CH:13][CH:14]=1)[CH:11]=[C:10]([C:15]1[S:16][C:17]([C:20]3[CH:25]=[CH:24][C:23]([CH2:26][CH2:27][CH2:28][CH2:29][CH2:30][CH3:31])=[CH:22][CH:21]=3)=[CH:18][N:19]=1)[CH:9]=[CH:8]2 |f:1.2|. Reported procedure: Then, in a 300 ml-reaction vessel, 10.4 g (2.42×10-2M) of 2-(6-acetoxy-2-naphthyl)-5-(4-hexylphenyl)-thiazole and 170 ml of 0.5N-solution of potassium hydroxide in ethanol, followed by stirring for 0.5 hour at 60° C. After cooling, the reaction mixture was poured into 400 ml of ice water and acidified with 6N-hydrochloric acid to precipitate a crystal. The crystal was recovered by filtration, washed with water and dissolved in ethanol, followed by treatment with activated carbon. The activated c... Starting materials: OCCN(C(OC(C)(C)C)=O)CCN1C2=C(SCC1)C=C(C=C2)NC(=N)C=2SC=CC2 (tert-butyl 2-hydroxyethyl(2-(7-(thiophene-2-carboximidamido)-2H-benzo[b][1,4]thiazin-4(3H)-yl)ethyl)carbamate), Cl (HCl). The solvent is CO (MeOH). Conditions: temperature 75 celsius. The product is Cl.Cl.OCCNCCN1C2=C(SCC1)C=C(C=C2)NC(=N)C=2SC=CC2 (N-(4-(2-(2-hydroxyethylamino)ethyl)-3,4-dihydro-2H-benzo[b][1,4]thiazin-7-yl)thiophene-2-carboximidamide dihydrochloride). RXN SMILES: [OH:1][CH2:2][CH2:3][N:4]([CH2:12][CH2:13][N:14]1[CH2:19][CH2:18][S:17][C:16]2[CH:20]=[C:21]([NH:24][C:25]([C:27]3[S:28][CH:29]=[CH:30][CH:31]=3)=[NH:26])[CH:22]=[CH:23][C:15]1=2)C(=O)OC(C)(C)C.[ClH:32]>CO>[ClH:32].[ClH:32].[OH:1][CH2:2][CH2:3][NH:4][CH2:12][CH2:13][N:14]1[CH2:19][CH2:18][S:17][C:16]2[CH:20]=[C:21]([NH:24][C:25]([C:27]3[S:28][CH:29]=[CH:30][CH:31]=3)=[NH:26])[CH:22]=[CH:23][C:15]1=2 |f:3.4.5|. Procedure: To a solution of tert-butyl 2-hydroxyethyl(2-(7-(thiophene-2-carboximidamido)-2H-benzo[b][1,4]thiazin-4(3H)-yl)ethyl)carbamate (130 mg, 0.281 mmol) in MeOH (10 mL) was added 3N HCl (2.81 mL, 8.43 mmol). The yellow solution was heated at 75° C. for 30 minutes. At this time, the reaction was filtered and concentrated to half its volume. The yellow solution was then extracted with 2×50 mL CH2Cl2, and the aqueous layer was concentrated to dryness to give a yellow residue. This residue was dried unde... Starting materials: COC1=C2C(NC(=NC2=CC(=C1)OC)C1=NC(=CC=C1)N1CCN(CC1)CCS(=O)(=O)C)=O (5,7-Dimethoxy-2-(6-(4-(2-(methylsulfonyl)ethyl)piperazin-1-yl)pyridin-2-yl)quinazolin-4(3H)-one), C(C)(C)N1CCN(CC1)C1=CC=CC(=N1)C=O (6-(4-Isopropylpiperazin-1-yl)picolinaldehyde), CC=1C=CC(=CC1)S(=O)(=O)O (p-TsOH), OS(=O)[O-].[Na+] (NaHSO3). The solvent is CC(=O)N(C)C (DMA), C(=O)(O)[O-].[Na+] (NaHCO3). Conditions: temperature 120 celsius. Product: C(C)(C)N1CCN(CC1)C1=CC=CC(=N1)C1=NC2=CC(=CC(=C2C(N1)=O)OC)C1=CC=CC=C1 (2-(6-(4-Isopropylpiperazin-1-yl)pyridin-2-yl)-5-methoxy-7-phenylquinazolin-4(3H)-one). The yield is 18.7%. Reaction SMILES: [CH3:1][O:2][C:3]1[CH:12]=[C:11](OC)[CH:10]=[C:9]2[C:4]=1[C:5](=[O:33])[NH:6][C:7]([C:15]1[CH:20]=[CH:19][CH:18]=[C:17]([N:21]3[CH2:26][CH2:25][N:24]([CH2:27][CH2:28]S(C)(=O)=O)[CH2:23][CH2:22]3)[N:16]=1)=[N:8]2.C(N1CCN([C:43]2N=[C:47]([CH:49]=O)[CH:46]=[CH:45][CH:44]=2)CC1)(C)C.[CH3:51]C1C=CC(S(O)(=O)=O)=CC=1.OS([O-])=O.[Na+]>CC(N(C)C)=O.C([O-])(O)=O.[Na+]>[CH:27]([N:24]1[CH2:23][CH2:22][N:21]([C:17]2[N:16]=[C:15]([C:7]3[NH:6][C:5](=[O:33])[C:4]4[C:9](=[CH:10][C:11]([C:43]5[CH:44]=[CH:45][CH:46]=[CH:47][CH:49]=5)=[CH:12][C:3]=4[O:2][CH3:1])[N:8]=3)[CH:20]=[CH:19][CH:18]=2)[CH2:26][CH2:25]1)([CH3:51])[CH3:28] |f:3.4,6.7|. Procedure details: A solution of 3-amino-5-methoxy-[1,1′-biphenyl]-4-carboxamide (5, 0.048 g, 0.2 mmol) and 6-(4-isopropylpiperazin-1-yl)picolinaldehyde (9, 0.046 g, 0.2 mmol) in DMA (2 mL) was treated with p-TsOH (0.084 g, 0.44 mmol) and NaHSO3 (0.042 g, 0.5 mmol) and then heated at 120° C. for 3 days. After this time, the reaction mixture was cooled to room temperature, diluted with saturated NaHCO3, extracted with CH2Cl2 (2×15 mL), dried (MgSO4), filtered, and concentrated. The residue was purified by silica ge... Starting materials: CC(C)([O-])C.[K+] (potassium tert-butoxide), FC1=CC=C(C=C1)C(CCCN1CCC(CC1)=O)C1=CC=C(C=C1)F (1-[4,4-bis(4-fluorophenyl)butyl]-4-piperidone), C#C (Acetylene), C#C (acetylene), [Cl-].[NH4+] (ammonium chloride). Solvent: O1CCCC1 (tetrahydrofuran), O1CCCC1 (tetrahydrofuran). Run at temperature -10 celsius, time 30 minute. Product: Cl.C(#C)C1(CCN(CC1)CCCC(C1=CC=C(C=C1)F)C1=CC=C(C=C1)F)O (4-ethynyl-4-hydroxyl-1-[4,4-bis(4-fluorophenyl)butyl]piperidine hydrochloride). Isolated yield 91.0%. RXN SMILES: C#C.[CH3:3][C:4](C)([O-])C.[K+].[F:9][C:10]1[CH:15]=[CH:14][C:13]([CH:16]([C:27]2[CH:32]=[CH:31][C:30]([F:33])=[CH:29][CH:28]=2)[CH2:17][CH2:18][CH2:19][N:20]2[CH2:25][CH2:24][C:23](=[O:26])[CH2:22][CH2:21]2)=[CH:12][CH:11]=1.[Cl-:34].[NH4+]>O1CCCC1>[ClH:34].[C:3]([C:23]1([OH:26])[CH2:22][CH2:21][N:20]([CH2:19][CH2:18][CH2:17][CH:16]([C:27]2[CH:32]=[CH:31][C:30]([F:33])=[CH:29][CH:28]=2)[C:13]2[CH:14]=[CH:15][C:10]([F:9])=[CH:11][CH:12]=2)[CH2:25][CH2:24]1)#[CH:4] |f:1.2,4.5,7.8|. Procedure: Acetylene is introduced into a solution containing 38.4 g of potassium tert-butoxide in 250 ml of tetrahydrofuran at a temperature between 0° C. and -5° C. under stirring for 30 minutes, then 78.0 g of 1-[4,4-bis(4-fluorophenyl)butyl]-4-piperidone dissolved in 200 ml of tetrahydrofuran are dropwise added and acetylene is introduced for an additional one hour. Thereafter the reaction mixture is cooled to -10° C. and saturated aqueous ammonium chloride solution is added under nitrogen. After evapo...